Dataset: the Open Reaction Database (ORD), a public repository of structured organic reaction records. Task: describe an organic reaction: reactants, conditions, products, and yield Starting materials: C1(CC(CCC1)=O)=O (1,3-cyclohexanedione), BrC=1C=C(C=O)C=CC1F (3-bromo-4-fluorobenzaldehyde), NC1=NNC=C1 (3-aminopyrazole), C(C)O (ethanol). The product is BrC1=C(C=C(C=C1)C1N2C(NC=3CCCC(C13)=O)=CC=N2)F (9-(4-bromo-3-fluorophenyl)-5,6,7,9-tetrahydropyrazolo[5,1-b]quinazolin-8(4H)-one). The yield is 49.0%. Reaction SMILES: [C:1]1(=[O:8])[CH2:6][CH2:5][CH2:4][C:3](=O)[CH2:2]1.[Br:9][C:10]1[CH:11]=[C:12]([CH:15]=[CH:16][C:17]=1[F:18])C=O.[NH2:19][C:20]1[CH:24]=[CH:23][NH:22][N:21]=1.[CH2:25](O)C>>[Br:9][C:10]1[CH:11]=[CH:12][C:15]([CH:25]2[C:2]3[C:1](=[O:8])[CH2:6][CH2:5][CH2:4][C:3]=3[NH:19][C:20]3=[CH:24][CH:23]=[N:22][N:21]23)=[CH:16][C:17]=1[F:18]. Reported procedure: A solution of 1,3-cyclohexanedione(0.56 g, 5 mmol), 3-bromo-4-fluorobenzaldehyde(1.01 g, 5 mmol), and 3-aminopyrazole (0.41 g, 5 mmol) in ethanol (5 mL) was heated at reflux for 24 hours. After the reaction mixture was allowed to cool to ambient temperature, the volatiles were evaporated at reduced pressure and the resulting residue was chromatographed on silica gel, eluting with 5% ethanol/methylene chloride to provide 0.9 g (49 %) of the title compound. Starting materials: FC=1C=C(CNC(=O)C=2SC=CC2C)C=CC1 (N-(3-fluorobenzyl)-3-methylthiophene-2-carboxamide), C(C1=CC=CC=C1)NC(=O)C=1OC=CC1C (N-benzyl-3-methylfuran-2-carboxamide), BrN1C(CCC1=O)=O (N-bromosuccinimide). Yields the product BrC1=CC(=C(S1)C(=O)NCC1=CC(=CC=C1)F)C (5-bromo-N-(3-fluorobenzyl)-3-methylthiophene-2-carboxamide). Yield: 89.0%. RXN SMILES: [F:1][C:2]1[CH:3]=[C:4]([CH:15]=[CH:16][CH:17]=1)[CH2:5][NH:6][C:7]([C:9]1[S:10][CH:11]=[CH:12][C:13]=1[CH3:14])=[O:8].C(NC(C1OC=CC=1C)=O)C1C=CC=CC=1.[Br:34]N1C(=O)CCC1=O>>[Br:34][C:11]1[S:10][C:9]([C:7]([NH:6][CH2:5][C:4]2[CH:15]=[CH:16][CH:17]=[C:2]([F:1])[CH:3]=2)=[O:8])=[C:13]([CH3:14])[CH:12]=1. Procedure details: Following the procedure as described in Preparation 19, making variations only as required to use N-(3-fluorobenzyl)-3-methylthiophene-2-carboxamide) in place of N-benzyl-3-methylfuran-2-carboxamide to react with N-bromosuccinimide, 5-bromo-N-(3-fluorobenzyl)-3-methylthiophene-2-carboxamide was obtained as a colorless solid in 89% yield: 1H NMR (300 MHz, CD3CN) δ 7.39-7.31 (m, 1H), 7.16 (d, J=7.6 Hz, 1H), 7.08 (d, J=10.2 Hz, 1H), 7.02 (dd, J=8.5, 2.5 Hz, 1H), 6.98 (s, 1H), 4.48 (d, J=6.1 Hz, 2H)...